From a dataset of the Open Reaction Database (ORD), a public repository of structured organic reaction records. describe an organic reaction: reactants, conditions, products, and yield Starting materials: NC=1C=C2C(=CNC2=CC1)C1CCN(CC1)C (5-amino-3-(1-methylpiperidin-4-yl)-1H-indole), COC=1C=C(C(=O)O)C=C(C1OC)OC (3,4,5-trimethoxybenzoic acid). The product is COC=1C=C(C(=O)NC=2C=C3C(=CNC3=CC2)C2CCN(CC2)C)C=C(C1OC)OC (5-(3,4,5-trimethoxybenzoyl)amino-3-(1-methylpiperidin-4-yl)-1H-indole). Yield: 74.1%. As a reaction SMILES: [NH2:1][C:2]1[CH:3]=[C:4]2[C:8](=[CH:9][CH:10]=1)[NH:7][CH:6]=[C:5]2[CH:11]1[CH2:16][CH2:15][N:14]([CH3:17])[CH2:13][CH2:12]1.[CH3:18][O:19][C:20]1[CH:21]=[C:22]([CH:26]=[C:27]([O:31][CH3:32])[C:28]=1[O:29][CH3:30])[C:23](O)=[O:24]>>[CH3:32][O:31][C:27]1[CH:26]=[C:22]([CH:21]=[C:20]([O:19][CH3:18])[C:28]=1[O:29][CH3:30])[C:23]([NH:1][C:2]1[CH:3]=[C:4]2[C:8](=[CH:9][CH:10]=1)[NH:7][CH:6]=[C:5]2[CH:11]1[CH2:16][CH2:15][N:14]([CH3:17])[CH2:13][CH2:12]1)=[O:24]. Procedure details: Beginning with 10.0 mg (0.044 mMol) 5-amino-3-(1-methylpiperidin-4-yl)-1H-indole and 27.8 mg (0.131 mMol) 3,4,5-trimethoxybenzoic acid, 13.8 mg (75%) of the title compound were recovered. Reactants: CO (MeOH), C(C)(C)(C)OC(=O)N[C@H]([C@H](CS(=O)(=O)CC(=O)OCC)O)CC1CCCCC1 (ethyl 2-[[(2R,3S) 3-(t butoxycarbonylamino)-4-cyclohexyl-2-hydroxy-1-butyl]sulfonyl]acetate), NCCN1CCOCC1 (4-(2-aminoethyl)morpholine), C(Cl)(Cl)Cl (CHCl3). The solvent is C(C)(=O)OCC (ethyl acetate). Conditions: time 2 day. Product: C(C)(C)(C)OC(=O)N[C@H]([C@H](CS(=O)(=O)CC(=O)NCCN1CCOCC1)O)CC1CCCCC1 (4-[2-[2-[[(2R,3S)-3-[t-Butoxycarbonylamino)-4-cyclohexyl-2-hydroxy-1-butyl]sulfonyl]acetamido]ethyl]-morpholine). As a reaction SMILES: [C:1]([O:5][C:6]([NH:8][C@@H:9]([CH2:22][CH:23]1[CH2:28][CH2:27][CH2:26][CH2:25][CH2:24]1)[C@@H:10]([OH:21])[CH2:11][S:12]([CH2:15][C:16](OCC)=[O:17])(=[O:14])=[O:13])=[O:7])([CH3:4])([CH3:3])[CH3:2].[NH2:29][CH2:30][CH2:31][N:32]1[CH2:37][CH2:36][O:35][CH2:34][CH2:33]1.C(Cl)(Cl)Cl.CO>C(OCC)(=O)C>[C:1]([O:5][C:6]([NH:8][C@@H:9]([CH2:22][CH:23]1[CH2:24][CH2:25][CH2:26][CH2:27][CH2:28]1)[C@@H:10]([OH:21])[CH2:11][S:12]([CH2:15][C:16]([NH:29][CH2:30][CH2:31][N:32]1[CH2:37][CH2:36][O:35][CH2:34][CH2:33]1)=[O:17])(=[O:14])=[O:13])=[O:7])([CH3:2])([CH3:4])[CH3:3]. Reported procedure: A mixture of 1.98 g (4.7 mmole) of ethyl 2-[[(2R,3S) 3-(t butoxycarbonylamino)-4-cyclohexyl-2-hydroxy-1-butyl]sulfonyl]acetate and 2.3 ml of 4-(2-aminoethyl)morpholine was stirred under N2 at room temperature for 2 days. The light amber syrup was dissolved in 75 ml of ethyl acetate and washed with 3×30 ml of saturated aqueous NH4Cl followed by 30 ml of H2O. The ethyl acetate fraction was dried over Na2SO4, filtered, and concentrated. Further drying in vacuo (oil pump) gave 2.19 g (92%) of a near... Reactants: COC1=C(C=O)C(=CC(=C1)OC)OC (2,4,6-trimethoxybenzaldehyde), S(=O)(=O)([O-])[O-].[Mg+2] (magnesium sulphate), C(C)(=O)[O-].[NH4+] (ammonium acetate), [N+](=O)([O-])CC(=O)OC (methyl nitroacetate). Run in O (water), ClCCl (dichloromethane). Conditions: time 2 hour. Product: COC(/C(=C\C1=C(C=C(C=C1OC)OC)OC)/[N+](=O)[O-])=O ((E)-Methyl-2-nitro-3-(2,4,6-trimethoxyphenyl)acrylate). RXN SMILES: [CH3:1][O:2][C:3]1[CH:10]=[C:9]([O:11][CH3:12])[CH:8]=[C:7]([O:13][CH3:14])[C:4]=1[CH:5]=O.S([O-])([O-])(=O)=O.[Mg+2].C([O-])(=O)C.[NH4+].[N+:26]([CH2:29][C:30]([O:32][CH3:33])=[O:31])([O-:28])=[O:27]>ClCCl.O>[CH3:33][O:32][C:30](=[O:31])/[C:29](/[N+:26]([O-:28])=[O:27])=[CH:5]\[C:4]1[C:3]([O:2][CH3:1])=[CH:10][C:9]([O:11][CH3:12])=[CH:8][C:7]=1[O:13][CH3:14] |f:1.2,3.4|. Procedure details: 2,4,6-trimethoxybenzaldehyde (20.75 g, 0.105 mol) was dissolved in dichloromethane (300 mL) and to this solution magnesium sulphate (15 g, 0.124 mol), ammonium acetate (10 g, 0.129 mol) and methyl nitroacetate (12.60 g, 0.105 mol) were added and stirred at room temperature for 2 hours. At the end of two hours, water (300 mL) was added to the reaction mass, the organic layer was separated and the aqueous layer extracted with dichloromethane (2×100 mL). The organic layers were combined and concent... Starting materials: CCOC(C)=O, Fc1cc(Cl)ccc1C=Cc1nc(COc2ccc(CSCCn3ccnn3)cc2)co1, O=C(OO)c1cccc(Cl)c1, ClCCl. Yields the product O=S(CCn1ccnn1)Cc1ccc(OCc2coc(C=Cc3ccc(Cl)cc3F)n2)cc1. RXN SMILES: [CH3:47][CH2:48][O:49][C:50](=[O:51])[CH3:52].[Cl:1][c:2]1[cH:3][c:4]([F:32])[c:5]([CH:8]=[CH:9][c:10]2[o:11][cH:12][c:13]([CH2:15][O:16][c:17]3[cH:18][cH:19][c:20]([CH2:21][S:22][CH2:23][CH2:24][n:25]4[n:26][n:27][cH:28][cH:29]4)[cH:30][cH:31]3)[n:14]2)[cH:6][cH:7]1.[Cl:33][c:34]1[cH:35][c:36]([C:37]([O:38][OH:39])=[O:41])[cH:40][cH:42][cH:43]1.[Cl:44][CH2:45][Cl:46]>>[Cl:1][c:2]1[cH:3][c:4]([F:32])[c:5]([CH:8]=[CH:9][c:10]2[o:11][cH:12][c:13]([CH2:15][O:16][c:17]3[cH:18][cH:19][c:20]([CH2:21][S:22]([CH2:23][CH2:24][n:25]4[n:26][n:27][cH:28][cH:29]4)=[O:41])[cH:30][cH:31]3)[n:14]2)[cH:6][cH:7]1.